Dataset: the Open Reaction Database (ORD), a public repository of structured organic reaction records. Task: describe an organic reaction: reactants, conditions, products, and yield Reactants: NC1=NC=CC=C1 (2-aminopyridine), C(=O)(N1C=NC=C1)N1C=NC=C1 (1,1′-carbonyldiimidazole), CC=1C(=NC=C(C1)C)CN(C1CCNCC1)CC1=NC=CC=C1C(C)C ((3,5-dimethyl-pyridin-2-ylmethyl)-(3-isopropyl-pyridin-2-ylmethyl)-piperidine-4-yl-amine), C(=O)(O)[O-].[Na+] (NaHCO3). Run in C(Cl)Cl (CH2Cl2), C(Cl)Cl (CH2Cl2). Product: N1=C(C=CC=C1)NC(=O)N1CCC(CC1)N(CC1=NC=CC=C1C(C)C)CC1=NC=C(C=C1C)C (4-[(3,5-Dimethyl-pyridin-2-ylmethyl)-(3-isopropyl-pyridin-2-ylmethyl)-amino]-piperidine-1-carboxylic acid pyridin-2-ylamide). Isolated yield 80.5%. RXN SMILES: [NH2:1][C:2]1[CH:7]=[CH:6][CH:5]=[CH:4][N:3]=1.[C:8](N1C=CN=C1)(N1C=CN=C1)=[O:9].[CH3:20][C:21]1[C:22]([CH2:28][N:29]([CH2:36][C:37]2[C:42]([CH:43]([CH3:45])[CH3:44])=[CH:41][CH:40]=[CH:39][N:38]=2)[CH:30]2[CH2:35][CH2:34][NH:33][CH2:32][CH2:31]2)=[N:23][CH:24]=[C:25]([CH3:27])[CH:26]=1.C([O-])(O)=O.[Na+]>C(Cl)Cl>[N:3]1[CH:4]=[CH:5][CH:6]=[CH:7][C:2]=1[NH:1][C:8]([N:33]1[CH2:34][CH2:35][CH:30]([N:29]([CH2:28][C:22]2[C:21]([CH3:20])=[CH:26][C:25]([CH3:27])=[CH:24][N:23]=2)[CH2:36][C:37]2[C:42]([CH:43]([CH3:45])[CH3:44])=[CH:41][CH:40]=[CH:39][N:38]=2)[CH2:31][CH2:32]1)=[O:9] |f:3.4|. Procedure details: To a solution of 2-aminopyridine (69 mg, 0.73 mmol) in CH2Cl2 (5 mL) was added 1,1′-carbonyldiimidazole (122 mg, 0.75 mmol) and the reaction stirred at reflux for 2 h 15 min. after which a solution of (3,5-dimethyl-pyridin-2-ylmethyl)-(3-isopropyl-pyridin-2-ylmethyl)-piperidine-4-yl-amine (87 mg, 0.247 mmol) in CH2Cl2 (3 mL) was added and the reaction stirred at reflux for 2.5 h. The solution was cooled, treated with saturated aqueous NaHCO3 (25 mL) and extracted with CH2Cl2 (3×20 mL). The combi... Starting materials: CC1(C)CNc2cc([N+](=O)[O-])ccc2O1, CO, CC(=O)O, O=N[O-], [Na+], [Na+], [OH-], O. Yields the product CC1(C)CN(N=O)c2cc([N+](=O)[O-])ccc2O1. Reaction SMILES: [CH3:1][C:2]1([CH3:15])[O:3][c:4]2[c:5]([cH:8][c:9]([N+:12](=[O:13])[O-:14])[cH:10][cH:11]2)[NH:6][CH2:7]1.[CH3:22][OH:23].[CH3:24][C:25](=[O:26])[OH:27].[N:16](=[O:17])[O-:18].[Na+:19].[Na+:21].[OH-:20].[OH2:28]>>[CH3:1][C:2]1([CH3:15])[O:3][c:4]2[c:5]([cH:8][c:9]([N+:12](=[O:13])[O-:14])[cH:10][cH:11]2)[N:6]([N:16]=[O:17])[CH2:7]1. Reactants: O=P(Cl)(Cl)Cl (POCl3), N1=CC=CC=C1 (pyridine), C(C(F)(F)F)O (trifluoroethanol). Solvent: C1(=CC=CC=C1)C (toluene). Run at time 1 hour. Product: P(OCC(F)(F)F)(=O)(Cl)Cl (2,2,2-trifluoroethyl phosphorodichloridate). RXN SMILES: [O:1]=[P:2]([Cl:5])(Cl)[Cl:3].N1C=CC=CC=1.[CH2:12]([OH:17])[C:13]([F:16])([F:15])[F:14]>C1(C)C=CC=CC=1>[P:2]([Cl:5])([Cl:3])(=[O:1])[O:17][CH2:12][C:13]([F:16])([F:15])[F:14]. Reported procedure: To a solution of 17.3 g (0.113 mol) of POCl3 in 50 mL of toluene held at 0° C. was added 7.9 g (0.10 mol) of pyridine, followed by addition of 10.0 g (0.10 mol) of trifluoroethanol, at a rate to maintain the temperature of the mixture at 0°-10° C. The mixture was stirred one hour at ice bath temperature, and then overnight at room temperature. After filtering, the solution was distilled to give the desired 2,2,2-trifluoroethyl phosphorodichloridate, bp 140°-146° C. The dichloridate, 4.5 g (0.21 ... Reactants: CS(=O)(=O)Cl, COc1ccc(C(C)C)cc1-c1ccc(C(F)(F)F)cc1CN(CC(O)c1ccc(Cl)cc1)C(=O)OCc1ccccc1, ClCCl, [N-]=[N+]=[N-], [Na+], [Na+], O=C([O-])O, O. The product is COc1ccc(C(C)C)cc1-c1ccc(C(F)(F)F)cc1CN(CC(N=[N+]=[N-])c1ccc(Cl)cc1)C(=O)OCc1ccccc1. As a reaction SMILES: [CH3:44][S:45](=[O:46])(=[O:47])[Cl:48].[Cl:1][c:2]1[cH:3][cH:4][c:5]([CH:8]([CH2:9][N:10]([C:11]([O:12][CH2:13][c:14]2[cH:15][cH:16][cH:17][cH:18][cH:19]2)=[O:20])[CH2:21][c:22]2[c:23](-[c:32]3[c:33]([O:41][CH3:42])[cH:34][cH:35][c:36]([CH:38]([CH3:39])[CH3:40])[cH:37]3)[cH:24][cH:25][c:26]([C:28]([F:29])([F:30])[F:31])[cH:27]2)[OH:43])[cH:6][cH:7]1.[Cl:58][CH2:59][Cl:60].[N-:55]=[N+:56]=[N-:57].[Na+:53].[Na+:54].[O-:49][C:50]([OH:51])=[O:52].[OH2:61]>>[Cl:1][c:2]1[cH:3][cH:4][c:5]([CH:8]([CH2:9][N:10]([C:11]([O:12][CH2:13][c:14]2[cH:15][cH:16][cH:17][cH:18][cH:19]2)=[O:20])[CH2:21][c:22]2[c:23](-[c:32]3[c:33]([O:41][CH3:42])[cH:34][cH:35][c:36]([CH:38]([CH3:39])[CH3:40])[cH:37]3)[cH:24][cH:25][c:26]([C:28]([F:29])([F:30])[F:31])[cH:27]2)[N:55]=[N+:56]=[N-:57])[cH:6][cH:7]1. The reactants are CC(C)(C)O, CCCOc1ccc(S)cc1C(N)=O, O, O=S(=O)(O)O. Yields the product CCCOc1ccc(SC(C)(C)C)cc1C(N)=O. Reaction SMILES: [C:1]([CH3:2])([CH3:3])([CH3:4])[OH:5].[CH2:11]([CH2:12][CH3:13])[O:14][c:15]1[c:16]([C:17](=[O:18])[NH2:19])[cH:20][c:21]([SH:24])[cH:22][cH:23]1.[OH2:25].[S:6](=[O:7])(=[O:8])([OH:9])[OH:10]>>[C:1]([CH3:2])([CH3:3])([CH3:4])[S:24][c:21]1[cH:20][c:16]([C:17](=[O:18])[NH2:19])[c:15]([O:14][CH2:11][CH2:12][CH3:13])[cH:23][cH:22]1. Starting materials: C(C)(=O)O (acetic acid), COC(=O)C1C(CCC(C1)(C1=CC=CC=C1)C#N)=O (5-cyano-2-oxo-5-phenylcyclohexanecarboxylic acid methyl ester), O (water). Solvent: OS(=O)(=O)O (H2SO4). Conditions: temperature 100 celsius, time 24 hour. Yields the product C(#N)C1(CCC(CC1)=O)C1=CC=CC=C1 (4-cyano-4-phenylcyclohexanone). RXN SMILES: COC([CH:5]1[CH2:10][C:9]([C:17]#[N:18])([C:11]2[CH:16]=[CH:15][CH:14]=[CH:13][CH:12]=2)[CH2:8][CH2:7][C:6]1=[O:19])=O.C(O)(=O)C.O>OS(O)(=O)=O>[C:17]([C:9]1([C:11]2[CH:12]=[CH:13][CH:14]=[CH:15][CH:16]=2)[CH2:8][CH2:7][C:6](=[O:19])[CH2:5][CH2:10]1)#[N:18]. Procedure details: 5-cyano-2-oxo-5-phenylcyclohexanecarboxylic acid methyl ester (7.71 g, 0.03 mole) was dissolved in 10 percent H2SO4 and conc. acetic acid (240 ml). The reaction mixture was stirred for 24 hours at 100° C. The course of the reaction was followed by thin layer chromatography. The reaction mixture was worked up by dilution with water (400 ml) while cooling in ice and extracted with ethyl acetate (3×100 ml). The organic phase was then thoroughly washed with water (6×100 ml), saturated sodium hydroge... The reactants are NC1=C(C=CC(=C1)CCC(=O)OC)C1=CC(=CC=C1)N(C(=O)NCCCCC)C (methyl 3-[2-amino-3′-(1-methyl-3-pentylureido)biphenyl-4-yl]propanoate), [OH-].[Li+] (lithium hydroxide). Solvent: O1CCCC1 (tetrahydrofuran). Yields the product NC1=C(C=CC(=C1)CCC(=O)O)C1=CC(=CC=C1)N(C(=O)NCCCCC)C (3-[2-amino-3′-(1-methyl-3-pentylureido)biphenyl-4-yl]propanoic acid), powder. Yield: 75.0%. RXN SMILES: [NH2:1][C:2]1[CH:7]=[C:6]([CH2:8][CH2:9][C:10]([O:12]C)=[O:11])[CH:5]=[CH:4][C:3]=1[C:14]1[CH:19]=[CH:18][CH:17]=[C:16]([N:20]([CH3:29])[C:21]([NH:23][CH2:24][CH2:25][CH2:26][CH2:27][CH3:28])=[O:22])[CH:15]=1.[OH-].[Li+]>O1CCCC1>[NH2:1][C:2]1[CH:7]=[C:6]([CH2:8][CH2:9][C:10]([OH:12])=[O:11])[CH:5]=[CH:4][C:3]=1[C:14]1[CH:19]=[CH:18][CH:17]=[C:16]([N:20]([CH3:29])[C:21]([NH:23][CH2:24][CH2:25][CH2:26][CH2:27][CH3:28])=[O:22])[CH:15]=1 |f:1.2|. Reported procedure: A solution of 123.9 mg (0.311 mmol, 1 eq) of methyl 3-[2-amino-3′-(1-methyl-3-pentylureido)biphenyl-4-yl]propanoate in 3 ml of tetrahydrofuran in the presence of 550 μL (0.623 mmol, 2 eq) of 1N lithium hydroxide solution is stirred at room temperature for 4 hours. The reaction medium is concentrated, hydrolyzed with water, acidified with acetic acid and extracted with ethyl acetate. The organic phase is dried over sodium sulfate and evaporated. The residue is taken up in heptane and then recryst...